Dataset: the Open Reaction Database (ORD), a public repository of structured organic reaction records. Task: describe an organic reaction: reactants, conditions, products, and yield The reactants are C(C)#N (acetonitrile), C=CCC (1-butene), ClCl (Chlorine), O (water), C(=O)([O-])[O-].[Na+].[Na+] (Na2CO3). Reaction conditions: temperature 25 celsius, time 2 hour. The product is ClCC(CC)NC(C)=O (N-[1-(chloromethyl)propyl]acetamide). Isolated yield 44.0%. RXN SMILES: [C:1](#[N:3])[CH3:2].[OH2:4].C([O-])([O-])=O.[Na+].[Na+].[CH2:11]=[CH:12][CH2:13][CH3:14].[Cl:15]Cl>>[Cl:15][CH2:11][CH:12]([NH:3][C:1](=[O:4])[CH3:2])[CH2:13][CH3:14] |f:2.3.4|. Reported procedure: A 500 ml. 3-necked flask fitted with a stirrer and dry ice-acetone trap is charged with 82.1 g. (2.0 mole) acetonitrile, 27.4 g. (1.52 mole) water, 27 g. (0.25 mole) Na2CO3 and 28.1 g. (0.50 mole) 1-butene and cooled to 0° C. Chlorine (0.50 mole) is added over 1/2 hour, the reaction temperature reaching a high of 32° C. After stirring for 2 hours at 25° C., the reaction mixture is filtered. The acetonitrile washings of the solid phase and filtrate is combined and the solvents removed by vacuum d... Starting materials: C[O-].[K+] (potassium methoxide), [N+](=O)([O-])C=1C=CC2=C(C(NC3=C(O2)C=C(C=C3)C)=O)C1 (2-nitro-7-methyldibenz[b,f][1,4]oxazepin-11(10H)-one), IC (iodomethane). Run in C(C)(C)(C)O (t-butanol), O1CCOCC1 (dioxane). Reaction conditions: temperature 60 celsius, time 4 hour. Yields the product [N+](=O)([O-])C=1C=CC2=C(C(N(C3=C(O2)C=C(C=C3)C)C)=O)C1 (2-nitro-7,10-dimethyldibenz[b,f][1,4]- oxazepin-11(10H)-one). The yield is 59.8%. RXN SMILES: [CH3:1][O-].[K+].[N+:4]([C:7]1[CH:8]=[CH:9][C:10]2[O:16][C:15]3[CH:17]=[C:18]([CH3:21])[CH:19]=[CH:20][C:14]=3[NH:13][C:12](=[O:22])[C:11]=2[CH:23]=1)([O-:6])=[O:5].IC>C(O)(C)(C)C.O1CCOCC1>[N+:4]([C:7]1[CH:8]=[CH:9][C:10]2[O:16][C:15]3[CH:17]=[C:18]([CH3:21])[CH:19]=[CH:20][C:14]=3[N:13]([CH3:1])[C:12](=[O:22])[C:11]=2[CH:23]=1)([O-:6])=[O:5] |f:0.1|. Reported procedure: To a warm solution of 4.05 g potassium methoxide in 80 ml of t-butanol and 80 ml of dioxane was added 13.5 g (0.05 mol) of 2-nitro-7-methyldibenz[b,f][1,4]oxazepin-11(10H)-one. The resulting suspension was warmed to 60° C. for 15 minutes. Initially everthing went in solution, after several minutes a crystalline precipitate formed. To the stirred suspension was added 3.75 ml of iodomethane. The reaction mixture was stirred for 4 hours at 60° C., then concentrated to dryness in vacuo. The dark res... Reactants: CN1CC2NCCC2C1 (5-Methyloctahydropyrrolo[3,4-b]pyrrole), CN1CC2N(CCC2C1)C1=CC=C(C=C1)N (4-(5-methylhexahydropyrrolo[3,4-b]pyrrol-1-yl)-phenylamine), C(=O)(N1C=NC=C1)N1C=NC=C1 (carbonyldiimidazole), ClC1=CC=C(C=C1)C1CCNCC1 (4-(4-chlorophenyl)piperidine). Yields the product CN1CC2N(CCC2C1)C1=CC=C(C=C1)NC(=O)N1CCC(CC1)C1=CC=C(C=C1)Cl (4-(4-Chlorophenyl)piperidine-1-carboxylic acid [4-(5-methylhexahydropyrrolo[3,4-b]pyrrol-1-yl)phenyl]amide). Reaction SMILES: CN1CC2C(NCC2)C1.[CH3:10][N:11]1[CH2:18][CH:17]2[CH:13]([N:14]([C:19]3[CH:24]=[CH:23][C:22]([NH2:25])=[CH:21][CH:20]=3)[CH2:15][CH2:16]2)[CH2:12]1.[C:26]([N:33]1[CH:37]=[CH:36]N=[CH:34]1)(N1C=CN=C1)=[O:27].[Cl:38][C:39]1[CH:44]=[CH:43][C:42]([CH:45]2CCNC[CH2:46]2)=[CH:41][CH:40]=1>>[CH3:10][N:11]1[CH2:18][CH:17]2[CH:13]([N:14]([C:19]3[CH:24]=[CH:23][C:22]([NH:25][C:26]([N:33]4[CH2:34][CH2:46][CH:45]([C:42]5[CH:43]=[CH:44][C:39]([Cl:38])=[CH:40][CH:41]=5)[CH2:36][CH2:37]4)=[O:27])=[CH:21][CH:20]=3)[CH2:15][CH2:16]2)[CH2:12]1. Procedure: 5-Methyloctahydropyrrolo[3,4-b]pyrrole (EP 0 393 424) was initially converted as described in Example 3 into 4-(5-methylhexahydropyrrolo[3,4-b]pyrrol-1-yl)-phenylamine and then reacted with carbonyldiimidazole and subsequently with 4-(4-chlorophenyl)piperidine. The product with the molecular weight of 439.01 (C25H31ClN4O); MS (ESI): 439 (M+H+) was obtained in this way. Starting materials: C1=CC(=CC(=C1)Cl)C(=O)OO (m-CPBA), C(C)(C)(C)C1=CC=C(C=C1)NC=1C2=C(N=C(N1)SC)CN(CC2)C2=NC=CC=C2Cl (N-(4-tert-butylphenyl)-7-(3-chloropyridin-2-yl)-5,6,7,8-tetrahydro-2-(methylthio)pyrido[3,4-d]pyrimidin-4-amine), C[O-].[Na+] (sodium methoxide). Run in C(C)O (ethanol). Reaction conditions: temperature 60 celsius, time 8 hour. The product is C(C)(C)(C)C1=CC=C(C=C1)NC=1C2=C(N=C(N1)OC)CN(CC2)C2=NC=CC=C2Cl (N-(4-tert-Butylphenyl)-7-(3-chloropyridin-2-yl)-5,6,7,8-tetrahydro-2-methoxypyrido[3,4-d]pyrimidin-4-amine). Reaction SMILES: C1C=C(Cl)C=C([C:8](OO)=[O:9])C=1.[C:12]([C:16]1[CH:21]=[CH:20][C:19]([NH:22][C:23]2[C:24]3[CH2:34][CH2:33][N:32]([C:35]4[C:40]([Cl:41])=[CH:39][CH:38]=[CH:37][N:36]=4)[CH2:31][C:25]=3[N:26]=[C:27](SC)[N:28]=2)=[CH:18][CH:17]=1)([CH3:15])([CH3:14])[CH3:13].C[O-].[Na+]>C(O)C>[C:12]([C:16]1[CH:21]=[CH:20][C:19]([NH:22][C:23]2[C:24]3[CH2:34][CH2:33][N:32]([C:35]4[C:40]([Cl:41])=[CH:39][CH:38]=[CH:37][N:36]=4)[CH2:31][C:25]=3[N:26]=[C:27]([O:9][CH3:8])[N:28]=2)=[CH:18][CH:17]=1)([CH3:15])([CH3:14])[CH3:13] |f:2.3|. Reported procedure: m-CPBA (148 mg, 0.6 mmol) was added to a solution of N-(4-tert-butylphenyl)-7-(3-chloropyridin-2-yl)-5,6,7,8-tetrahydro-2-(methylthio)pyrido[3,4-d]pyrimidin-4-amine from Example 28.C. (88 mg, 0.2 mmol) in ethanol (7 mL) and stirred at room temperature for 1 hr. Solid thus formed was filtered out and dried in vacuo (50 mg). The solid was suspended in methanol (5 mL) and sodium methoxide (9 mg, 0.165 mmol) was added and stirred at 60° C. overnight. Solvent was removed in vacuo and residue was diss... Reactants: ClC1=C(C=CC(=C1)OC)C (2-chloro-4-methoxytoluene), BrN1C(CCC1=O)=O (N-bromosuccinimide). Reagents/catalysts: CC(C)(C#N)N=NC(C)(C)C#N (AIBN). Run in C(Cl)(Cl)(Cl)Cl (carbon tetrachloride). Product: ClC1=C(CBr)C=CC(=C1)OC (2-Chloro-4-methoxybenzyl bromide). The yield is 90.1%. Reaction SMILES: [Cl:1][C:2]1[CH:7]=[C:6]([O:8][CH3:9])[CH:5]=[CH:4][C:3]=1[CH3:10].[Br:11]N1C(=O)CCC1=O>C(Cl)(Cl)(Cl)Cl.CC(N=NC(C#N)(C)C)(C#N)C>[Cl:1][C:2]1[CH:7]=[C:6]([O:8][CH3:9])[CH:5]=[CH:4][C:3]=1[CH2:10][Br:11]. Reported procedure: 186 g of 2-chloro-4-methoxytoluene are dissolved in 1000 ml of carbon tetrachloride and, together with 212 g of N-bromosuccinimide, heated at reflux for 2 h while 2.4 g of AIBN are added. The solid is filtered off and washed with a small amount of carbon tetrachloride, the filtrate is concentrated, and the residue which remains is fractionated. 252 g of orange oil are obtained (Purity 82%).